Dataset: the Open Reaction Database (ORD), a public repository of structured organic reaction records. Task: describe an organic reaction: reactants, conditions, products, and yield Starting materials: NC1=C(CO)C=CC=C1Cl (2-amino-3-chlorobenzyl alcohol), C(C1=CC=CC=C1)Br (benzyl bromide). Procedure: This material was prepared from 2-amino-3-chlorobenzyl alcohol and benzyl bromide by the general procedure outlined in Example 98. The product was purified by Kugelrohr distillation to yield an oil, b.p. 118°-125° C. (0.1 mm). The product was characterized by IR and 1H NMR spectroscopy. Reaction SMILES: [NH2:1][C:2]1[C:9]([Cl:10])=[CH:8][CH:7]=[CH:6][C:3]=1[CH2:4][OH:5].[CH2:11](Br)[C:12]1[CH:17]=[CH:16][CH:15]=[CH:14][CH:13]=1>>[CH2:11]([O:5][CH2:4][C:3]1[CH:6]=[CH:7][CH:8]=[C:9]([Cl:10])[C:2]=1[NH2:1])[C:12]1[CH:17]=[CH:16][CH:15]=[CH:14][CH:13]=1. Yields the product C(C1=CC=CC=C1)OCC1=C(N)C(=CC=C1)Cl (2-benzyloxymethyl-6-chloroaniline). Starting materials: O=C(OO)c1cccc(Cl)c1, ClCCl, [Na+], [Na+], O=S([O-])[O-], COC(=O)c1ccc(-c2ccncc2)cc1. The product is COC(=O)c1ccc(-c2cc[n+]([O-])cc2)cc1. RXN SMILES: [Cl:17][c:18]1[cH:19][cH:20][cH:21][c:22]([C:23]([O:24][OH:26])=[O:25])[cH:27]1.[Cl:34][CH2:35][Cl:36].[Na+:32].[Na+:33].[S:28]([O-:29])([O-:30])=[O:31].[n:1]1[cH:2][cH:3][c:4](-[c:7]2[cH:8][cH:9][c:10]([C:11](=[O:12])[O:13][CH3:14])[cH:15][cH:16]2)[cH:5][cH:6]1>>[n+:1]1([O-:25])[cH:2][cH:3][c:4](-[c:7]2[cH:8][cH:9][c:10]([C:11](=[O:12])[O:13][CH3:14])[cH:15][cH:16]2)[cH:5][cH:6]1. The reactants are Br, CC(=O)O, COc1ccc2c(c1)CCN(c1ccc(Cl)cc1)C2. Product: Oc1ccc2c(c1)CCN(c1ccc(Cl)cc1)C2. As a reaction SMILES: [BrH:20].[C:21]([OH:22])(=[O:23])[CH3:24].[Cl:1][c:2]1[cH:3][cH:4][c:5]([N:8]2[CH2:9][c:10]3[cH:11][cH:12][c:13]([O:18][CH3:19])[cH:14][c:15]3[CH2:16][CH2:17]2)[cH:6][cH:7]1>>[Cl:1][c:2]1[cH:3][cH:4][c:5]([N:8]2[CH2:9][c:10]3[cH:11][cH:12][c:13]([OH:18])[cH:14][c:15]3[CH2:16][CH2:17]2)[cH:6][cH:7]1.